Dataset: the Open Reaction Database (ORD), a public repository of structured organic reaction records. Task: describe an organic reaction: reactants, conditions, products, and yield Starting materials: C([C@H](O)[C@@H](O)[C@H](O)CO)O (Xylitol), C([C@H](C([C@H](CO)O)O)O)O (Xylit), C([C@H](O)[C@@H](O)[C@H](O)CO)O (Xylitol), C([C@H](C([C@H](CO)O)O)O)O (Xylisorb). Yields the product OC[C@H](O)[C@@H](O)[C@H](O)[C@H](O)CO (Sorbitol). Reaction SMILES: [CH2:1]([OH:10])[C@@H:2]([C@H:4]([C@@H:6]([CH2:8][OH:9])[OH:7])[OH:5])[OH:3].C(O)[C@@H](O)C(O)[C@@H](O)[CH2:15][OH:16]>>[OH:10][CH2:1][C@@H:2]([C@H:4]([C@@H:6]([C@@H:8]([CH2:15][OH:16])[OH:9])[OH:7])[OH:5])[OH:3]. Procedure details: Xylitol (for example, “Xylitol P” manufactured by Nikkne Chemical and Synthetic Industry Co., Ltd., “Xylisorb” manufactured by Roquette, and “Xylit P” manufactured by Towa Chemical Industries Co, Ltd.; etc. The reactants are COCC1COc2cc3ncnc(Cl)c3cc2O1, Nc1cc(C(F)(F)F)cc(C(F)(F)F)c1. Product: COCC1COc2cc3ncnc(Nc4cc(C(F)(F)F)cc(C(F)(F)F)c4)c3cc2O1. RXN SMILES: [Cl:1][c:2]1[n:3][cH:4][n:5][c:6]2[cH:7][c:8]3[c:9]([cH:10][c:11]12)[O:12][CH:13]([CH2:16][O:17][CH3:18])[CH2:14][O:15]3.[F:19][C:20]([c:21]1[cH:22][c:23]([NH2:24])[cH:25][c:26]([C:28]([F:29])([F:30])[F:31])[cH:27]1)([F:32])[F:33]>>[c:2]1([NH:24][c:23]2[cH:22][c:21]([C:20]([F:19])([F:32])[F:33])[cH:27][c:26]([C:28]([F:29])([F:30])[F:31])[cH:25]2)[n:3][cH:4][n:5][c:6]2[cH:7][c:8]3[c:9]([cH:10][c:11]12)[O:12][CH:13]([CH2:16][O:17][CH3:18])[CH2:14][O:15]3. The reactants are N(N)C=1C=C(C=CC1)S(=O)(=O)O (3-hydrazinobenzenesulfonic acid), C(C)CCCC(=O)CC(=O)[O-] (ethylbutyrylacetate). The product is O=C1CC(=NN1C=1C=C(C=CC1)S(=O)(=O)O)CCC (3-(4,5-Dihydro-5-oxo-3-propyl-1H-pyrazol-1-yl)-benzenesulfonic acid). As a reaction SMILES: [NH:1]([C:3]1[CH:4]=[C:5]([S:9]([OH:12])(=[O:11])=[O:10])[CH:6]=[CH:7][CH:8]=1)[NH2:2].[CH2:13]([CH2:15][CH2:16][CH2:17][C:18](CC([O-])=O)=[O:19])[CH3:14]>>[O:19]=[C:18]1[N:1]([C:3]2[CH:4]=[C:5]([S:9]([OH:12])(=[O:10])=[O:11])[CH:6]=[CH:7][CH:8]=2)[N:2]=[C:16]([CH2:15][CH2:13][CH3:14])[CH2:17]1. Procedure details: From the reaction of 3-hydrazinobenzenesulfonic acid and ethylbutyrylacetate, 3-(4,5-Dihydro-5-oxo-3-propyl-1H-pyrazol-1-yl)-benzenesulfonic acid is obtained. Subsequent reaction with 2-ethylaniline yields 3-(4-(2-ethylanilinomethylene)-4,5-dihydro-5-oxo-3-propyl-1H-pyrazol-1-y 1)-benzenesulfonic acid, Mp 258.6° C.